This data is from the Open Reaction Database (ORD), a public repository of structured organic reaction records. The task is: describe an organic reaction: reactants, conditions, products, and yield Starting materials: ClCCCSc1ccccc1, [H-], [Na+], CN(C)C=O, O=Cc1ccc(O)cc1. Product: O=Cc1ccc(OCCCSc2ccccc2)cc1. As a reaction SMILES: [Cl:12][CH2:13][CH2:14][CH2:15][S:16][c:17]1[cH:18][cH:19][cH:20][cH:21][cH:22]1.[H-:11].[Na+:10].[O:23]=[CH:24][N:25]([CH3:26])[CH3:27].[OH:1][c:2]1[cH:3][cH:4][c:5]([CH:6]=[O:7])[cH:8][cH:9]1>>[O:1]([c:2]1[cH:3][cH:4][c:5]([CH:6]=[O:7])[cH:8][cH:9]1)[CH2:13][CH2:14][CH2:15][S:16][c:17]1[cH:18][cH:19][cH:20][cH:21][cH:22]1. Reactants: O=C([O-])[O-], Cc1cc(OC(=O)CCl)c(OC(=O)CCl)cc1C(=O)Cl, ClCCl, [K+], [K+], Cc1cc(=O)n2nc(SCC3=C(C(=O)OC(c4ccccc4)c4ccccc4)N4C(=O)C(NC(=O)C(=NO)c5csc(NC(c6ccccc6)(c6ccccc6)c6ccccc6)n5)C4SC3)sc2n1. Yields the product Cc1cc(=O)n2nc(SCC3=C(C(=O)OC(c4ccccc4)c4ccccc4)N4C(=O)C(NC(=O)C(=NOC(=O)c5cc(OC(=O)CCl)c(OC(=O)CCl)cc5C)c5csc(NC(c6ccccc6)(c6ccccc6)c6ccccc6)n5)C4SC3)sc2n1. As a reaction SMILES: [C:70](=[O:71])([O-:72])[O-:73].[Cl:76][CH2:77][C:78](=[O:79])[O:80][c:81]1[cH:82][c:83]([CH3:95])[c:84]([C:85](=[O:86])[Cl:87])[cH:88][c:89]1[O:90][C:91]([CH2:92][Cl:93])=[O:94].[Cl:96][CH2:97][Cl:98].[K+:74].[K+:75].[c:1]1([CH:7]([c:8]2[cH:9][cH:10][cH:11][cH:12][cH:13]2)[O:14][C:15](=[O:16])[C:17]2=[C:24]([CH2:25][S:26][c:27]3[n:28][n:29]4[c:30]([n:31][c:32]([CH3:36])[cH:33][c:34]4=[O:35])[s:37]3)[CH2:23][S:22][CH:21]3[N:18]2[C:19](=[O:69])[CH:20]3[NH:38][C:39]([C:40](=[N:41][OH:42])[c:43]2[n:44][c:45]([NH:48][C:49]([c:50]3[cH:51][cH:52][cH:53][cH:54][cH:55]3)([c:56]3[cH:57][cH:58][cH:59][cH:60][cH:61]3)[c:62]3[cH:63][cH:64][cH:65][cH:66][cH:67]3)[s:46][cH:47]2)=[O:68])[cH:2][cH:3][cH:4][cH:5][cH:6]1>>[c:1]1([CH:7]([c:8]2[cH:9][cH:10][cH:11][cH:12][cH:13]2)[O:14][C:15](=[O:16])[C:17]2=[C:24]([CH2:25][S:26][c:27]3[n:28][n:29]4[c:30]([n:31][c:32]([CH3:36])[cH:33][c:34]4=[O:35])[s:37]3)[CH2:23][S:22][CH:21]3[N:18]2[C:19](=[O:69])[CH:20]3[NH:38][C:39]([C:40](=[N:41][O:42][C:85]([c:84]2[c:83]([CH3:95])[cH:82][c:81]([O:80][C:78]([CH2:77][Cl:76])=[O:79])[c:89]([O:90][C:91]([CH2:92][Cl:93])=[O:94])[cH:88]2)=[O:86])[c:43]2[n:44][c:45]([NH:48][C:49]([c:50]3[cH:51][cH:52][cH:53][cH:54][cH:55]3)([c:56]3[cH:57][cH:58][cH:59][cH:60][cH:61]3)[c:62]3[cH:63][cH:64][cH:65][cH:66][cH:67]3)[s:46][cH:47]2)=[O:68])[cH:2][cH:3][cH:4][cH:5][cH:6]1. Starting materials: O=C([O-])[O-], Cc1ccc(S(=O)(=O)OC(C)C#N)cc1, CN(C)C=O, CCOC(C)=O, [Cs+], [Cs+], N#Cc1ccc(-c2c[nH]c3cc([N+](=O)[O-])ccc23)cc1F, O. Product: CC(C#N)n1cc(-c2ccc(C#N)c(F)c2)c2ccc([N+](=O)[O-])cc21. As a reaction SMILES: [C:22](=[O:23])([O-:24])[O-:25].[C:33](#[N:34])[CH:35]([CH3:36])[O:37][S:38]([c:39]1[cH:40][cH:41][c:42]([CH3:43])[cH:44][cH:45]1)(=[O:46])=[O:47].[CH3:28][N:29]([CH3:30])[CH:31]=[O:32].[CH3:49][CH2:50][O:51][C:52](=[O:53])[CH3:54].[Cs+:26].[Cs+:27].[F:1][c:2]1[c:3]([C:4]#[N:5])[cH:6][cH:7][c:8](-[c:10]2[cH:11][nH:12][c:13]3[cH:14][c:15]([N+:19](=[O:20])[O-:21])[cH:16][cH:17][c:18]23)[cH:9]1.[OH2:48]>>[F:1][c:2]1[c:3]([C:4]#[N:5])[cH:6][cH:7][c:8](-[c:10]2[cH:11][n:12]([CH:35]([C:33]#[N:34])[CH3:36])[c:13]3[cH:14][c:15]([N+:19](=[O:20])[O-:21])[cH:16][cH:17][c:18]23)[cH:9]1. The reactants are COC(=O)CC(=O)CC(=O)OC (dimethyl acetonedicarboxylate), dicarboxylic acid methyl ester chloride. The reagents and catalysts are C[Cd]C (dimethylcadmium). Product: CC(CC(=O)OC)(C(C(C(C)=O)(C)C)=O)C (methyl 2,2,4,4-tetramethyl-3,5-dioxohexanecarboxylate). As a reaction SMILES: CO[C:3]([CH2:5][C:6]([CH2:8][C:9]([O:11][CH3:12])=[O:10])=O)=O>C[Cd]C>[CH3:6][C:6]([CH3:3])([C:5](=[O:11])[C:3]([CH3:5])([CH3:12])[C:9](=[O:10])[CH3:8])[CH2:8][C:9]([O:11][CH3:12])=[O:10]. Reported procedure: Starting from dimethyl acetonedicarboxylate, dimethyl tetra-C-methylacetonedicarboxylate was obtained by methylation, and this was converted into the dicarboxylic acid methyl ester chloride and then methylated with dimethylcadmium. The methyl 2,2,4,4-tetramethyl-3,5-dioxohexanecarboxylate obtained was cyclized in the presence of sodium methanolate. The total yield (based on dimethyl acetonedicarboxylate) is 0.01% (Chem. Ber. 92, 2033 (1959)). Starting materials: CC1(C)C2CCC1(CS(=O)(=O)O)C(=O)C2, Cc1ccccc1, O=Cc1ccc(-c2cc3nccc(Cl)c3s2)nc1, OCCO. Yields the product Clc1ccnc2cc(-c3ccc(C4OCCO4)cn3)sc12. As a reaction SMILES: [C:23]12([CH2:24][S:25]([OH:26])(=[O:27])=[O:28])[C:29]([CH3:30])([CH3:31])[CH:32]([CH2:33][CH2:34]1)[CH2:35][C:36]2=[O:37].[CH3:38][c:39]1[cH:40][cH:41][cH:42][cH:43][cH:44]1.[Cl:1][c:2]1[c:3]2[c:4]([n:5][cH:6][cH:7]1)[cH:8][c:9](-[c:11]1[n:12][cH:13][c:14]([CH:15]=[O:16])[cH:17][cH:18]1)[s:10]2.[OH:19][CH2:20][CH2:21][OH:22]>>[Cl:1][c:2]1[c:3]2[c:4]([n:5][cH:6][cH:7]1)[cH:8][c:9](-[c:11]1[n:12][cH:13][c:14]([CH:15]3[O:16][CH2:21][CH2:20][O:19]3)[cH:17][cH:18]1)[s:10]2. Starting materials: Cc1n[nH]c2cc(Nc3nc(N4CCC(C#N)CC4)c4occc4n3)ccc12, CO, Cl, NO, [Na+], O=C([O-])O. Product: Cc1n[nH]c2cc(Nc3nc(N4CCC(C(N)=NO)CC4)c4occc4n3)ccc12. As a reaction SMILES: [CH3:1][c:2]1[n:3][nH:4][c:5]2[cH:6][c:7]([NH:11][c:12]3[n:13][c:14]([N:21]4[CH2:22][CH2:23][CH:24]([C:27]#[N:28])[CH2:25][CH2:26]4)[c:15]4[c:16]([n:17]3)[cH:18][cH:19][o:20]4)[cH:8][cH:9][c:10]12.[CH3:37][OH:38].[ClH:29].[NH2:30][OH:31].[Na+:36].[O-:32][C:33]([OH:34])=[O:35]>>[CH3:1][c:2]1[n:3][nH:4][c:5]2[cH:6][c:7]([NH:11][c:12]3[n:13][c:14]([N:21]4[CH2:22][CH2:23][CH:24]([C:27]([NH2:28])=[N:30][OH:31])[CH2:25][CH2:26]4)[c:15]4[c:16]([n:17]3)[cH:18][cH:19][o:20]4)[cH:8][cH:9][c:10]12. Reactants: C(#N)C=1C=C(C=CC1)[C@@]1(CO[C@H](C[C@H]1CO)C)NC(=S)NC(C1=CC=CC=C1)=O (N-{[(3S,4R,6S)-3-(3-Cyanophenyl)-4-(hydroxymethyl)-6-methyltetrahydro-2H-pyran-3-yl]carbamothioyl}benzamide), ClC1=C(C=C(C=C1)C#N)[C@@]12N=C(SC[C@@H]1C[C@@H](OC2)C)NC(C2=CC=CC=C2)=O (N-[(4aR,6S,8aS)-8a-(2-chloro-5-cyanophenyl)-6-methyl-4,4a,5,6,8,8a-hexahydropyrano[3,4-d][1,3]thiazin-2-yl]benzamide). Product: C(#N)C=1C=C(C=CC1)[C@@]12N=C(SC[C@@H]1C[C@@H](OC2)C)NC(C2=CC=CC=C2)=O (N-[(4aR,6S,8aS)-8a-(3-cyanophenyl)-6-methyl-4,4a,5,6,8,8a-hexahydropyrano[3,4-d][1,3]thiazin-2-yl]benzamide). RXN SMILES: [C:1]([C:3]1[CH:4]=[C:5]([C@@:9]2([NH:18][C:19]([NH:21][C:22](=[O:29])[C:23]3[CH:28]=[CH:27][CH:26]=[CH:25][CH:24]=3)=[S:20])[C@H:14]([CH2:15]O)[CH2:13][C@H:12]([CH3:17])[O:11][CH2:10]2)[CH:6]=[CH:7][CH:8]=1)#[N:2].ClC1C=CC(C#N)=CC=1[C@]12CO[C@@H](C)C[C@H]1CSC(NC(=O)C1C=CC=CC=1)=N2>>[C:1]([C:3]1[CH:4]=[C:5]([C@:9]23[CH2:10][O:11][C@@H:12]([CH3:17])[CH2:13][C@H:14]2[CH2:15][S:20][C:19]([NH:21][C:22](=[O:29])[C:23]2[CH:28]=[CH:27][CH:26]=[CH:25][CH:24]=2)=[N:18]3)[CH:6]=[CH:7][CH:8]=1)#[N:2]. Reported procedure: N-{[(3S,4R,6S)-3-(3-Cyanophenyl)-4-(hydroxymethyl)-6-methyltetrahydro-2H-pyran-3-yl]carbamothioyl}benzamide (C23) was converted to the product using the method described for the synthesis of N-[(4aR,6S,8aS)-8a-(2-chloro-5-cyanophenyl)-6-methyl-4,4a,5,6,8,8a-hexahydropyrano[3,4-d][1,3]thiazin-2-yl]benzamide (C20) in Example 6. The resulting product was used in the next step without further purification. Yield: 45.0 mg, 0.115 mmol, 40%. LCMS m/z 392.2 [M+H+].